From a dataset of the Open Reaction Database (ORD), a public repository of structured organic reaction records. describe an organic reaction: reactants, conditions, products, and yield The reactants are FC(C(=O)N1CCC(CC1)N)(F)F (1-(trifluoroacetyl)piperidin-4-amine), O=C1C=CC=2C=CC(=NC2N1)C=O (7-oxo-7,8-dihydro-1,8-naphthyridine-2-carbaldehyde), C(C)(=O)O (acetic acid), C(C)(=O)O[BH-](OC(C)=O)OC(C)=O.[Na+] (sodium triacetoxyborohydride). Solvent: ClCCl (dichloromethane), O (water). Reaction conditions: time 45 minute. Yields the product FC(C(=O)N1CCC(CC1)NCC1=CC=C2C=CC(NC2=N1)=O)(F)F (7-(((1-(trifluoroacetyl)piperidin-4-yl)amino)methyl)-1,8-naphthyridin-2(1H)-one). The yield is 61.7%. As a reaction SMILES: [F:1][C:2]([F:13])([F:12])[C:3]([N:5]1[CH2:10][CH2:9][CH:8]([NH2:11])[CH2:7][CH2:6]1)=[O:4].[O:14]=[C:15]1[NH:24][C:23]2[N:22]=[C:21]([CH:25]=O)[CH:20]=[CH:19][C:18]=2[CH:17]=[CH:16]1.C(O)(=O)C.C(O[BH-](OC(=O)C)OC(=O)C)(=O)C.[Na+]>ClCCl.O>[F:13][C:2]([F:1])([F:12])[C:3]([N:5]1[CH2:10][CH2:9][CH:8]([NH:11][CH2:25][C:21]2[N:22]=[C:23]3[C:18]([CH:17]=[CH:16][C:15](=[O:14])[NH:24]3)=[CH:19][CH:20]=2)[CH2:7][CH2:6]1)=[O:4] |f:3.4|. Procedure details: To a solution of 0.53 g of 1-(trifluoroacetyl)piperidin-4-amine in 100 mL of dichloromethane, 0.47 g of 7-oxo-7,8-dihydro-1,8-naphthyridine-2-carbaldehyde and 0.16 mL of acetic acid were added, and the mixture was stirred at room temperature for 45 minutes. The reaction mixture was added with 0.86 g of sodium triacetoxyborohydride and stirred at the same temperature for 5 hours. Thereto were added water, a saturated aqueous sodium hydrogen carbonate solution and chloroform, the organic layer was... The reactants are 3.8, BrC1=CC=C(C=C1)C=1C(=CC=CC1)C1=CC=C(C=C1)Br (4,4"-dibromoterphenyl), C(C)(=O)Cl (acetyl chloride), [Cl-].[Cl-].[Cl-].[Al+3] (aluminum trichloride). Solvent: [N+](=O)([O-])C1=CC=CC=C1 (nitrobenzene). Reaction conditions: temperature 80 celsius. Product: C(C)(=O)C1(C(=CC=CC1)C1=CC=C(C=C1)Br)C1=CC=C(C=C1)Br (2'-acetyl-4,4"-dibromoterphenyl). RXN SMILES: [Br:1][C:2]1[CH:7]=[CH:6][C:5]([C:8]2[C:9]([C:14]3[CH:19]=[CH:18][C:17]([Br:20])=[CH:16][CH:15]=3)=[CH:10][CH:11]=[CH:12][CH:13]=2)=[CH:4][CH:3]=1.[C:21](Cl)(=[O:23])[CH3:22].[Cl-].[Cl-].[Cl-].[Al+3]>[N+](C1C=CC=CC=1)([O-])=O>[C:21]([C:9]1([C:14]2[CH:15]=[CH:16][C:17]([Br:20])=[CH:18][CH:19]=2)[CH2:10][CH:11]=[CH:12][CH:13]=[C:8]1[C:5]1[CH:4]=[CH:3][C:2]([Br:1])=[CH:7][CH:6]=1)(=[O:23])[CH3:22] |f:2.3.4.5|. Procedure details: To 3.8 (0.01 mole) 4,4"-dibromoterphenyl in 200 ml nitrobenzene is added 0.86 g (0.011 mole) acetyl chloride and 1.46 g (0.011 mole) aluminum trichloride. The mixture is heated to 80° C. under inert atmosphere for three hours. The mixture is cooled to room temperature and washed with 1 m HCl. The organic layer of 2'-acetyl-4,4"-dibromoterphenyl is separated and the solids filtered and washed with several portions of ethanol, and dried. Starting materials: CON, CC(=O)[O-], CO, COCC(=O)c1ccc(OCCCOc2c(Cl)cc(OCC=C(Cl)Cl)cc2Cl)cc1, Cl, [Na+], O. Yields the product COCC(=NOC)c1ccc(OCCCOc2c(Cl)cc(OCC=C(Cl)Cl)cc2Cl)cc1. RXN SMILES: [CH3:32][O:33][NH2:34].[CH3:36][C:37](=[O:38])[O-:39].[CH3:41][OH:42].[Cl:1][c:2]1[c:3]([O:4][CH2:5][CH2:6][CH2:7][O:8][c:9]2[cH:10][cH:11][c:12]([C:15]([CH2:16][O:17][CH3:18])=[O:19])[cH:13][cH:14]2)[c:20]([Cl:30])[cH:21][c:22]([O:24][CH2:25][CH:26]=[C:27]([Cl:28])[Cl:29])[cH:23]1.[ClH:31].[Na+:35].[OH2:40]>>[Cl:1][c:2]1[c:3]([O:4][CH2:5][CH2:6][CH2:7][O:8][c:9]2[cH:10][cH:11][c:12]([C:15]([CH2:16][O:17][CH3:18])=[N:34][O:33][CH3:32])[cH:13][cH:14]2)[c:20]([Cl:30])[cH:21][c:22]([O:24][CH2:25][CH:26]=[C:27]([Cl:28])[Cl:29])[cH:23]1. Reactants: COCC(NC(=O)OC(C)(C)C)C(=O)OC, [Li+], C1CCOC1, [OH-], O, O. The product is COCC(NC(=O)OC(C)(C)C)C(=O)O. Reaction SMILES: [C:1]([CH3:2])([CH3:3])([CH3:4])[O:5][C:6](=[O:7])[NH:8][CH:9]([CH2:10][O:11][CH3:12])[C:13](=[O:14])[O:15][CH3:16].[Li+:20].[O:21]1[CH2:22][CH2:23][CH2:24][CH2:25]1.[OH-:19].[OH2:17].[OH2:18]>>[C:1]([CH3:2])([CH3:3])([CH3:4])[O:5][C:6](=[O:7])[NH:8][CH:9]([CH2:10][O:11][CH3:12])[C:13](=[O:14])[OH:15]. Reactants: COC=1C=CC2=C(C=3CCSC4=C(C3N2)C=CC=C4)C1 (9-methoxy-6,7-dihydro-12H-5-thia-12-aza-dibenzo[a,e]azulene), Cl.ClCC1=CC=C(OCCNC2CCCC2)C=C1 ([2-(4-chloromethyl-phenoxy)-ethyl]-cyclopentyl-amine hydrochloride salt). The product is COC=1C=CC2=C(C=3CCSC4=C(C3N2CC2=CC=C(C=C2)OCCN2CCCC2)C=CC=C4)C1 (9-methoxy-12-[4-(2-pyrrolidin-1-yl-ethoxy)-benyl]-6,7-dihydro-12H-5-thia-12-aza-dibenzo[a,e]azulene). RXN SMILES: [CH3:1][O:2][C:3]1[CH:4]=[CH:5][C:6]2[NH:15][C:14]3[C:13]4[CH:16]=[CH:17][CH:18]=[CH:19][C:12]=4[S:11][CH2:10][CH2:9][C:8]=3[C:7]=2[CH:20]=1.Cl.Cl[CH2:23][C:24]1[CH:38]=[CH:37][C:27]([O:28][CH2:29][CH2:30][NH:31][CH:32]2C[CH2:35][CH2:34][CH2:33]2)=[CH:26][CH:25]=1>>[CH3:1][O:2][C:3]1[CH:4]=[CH:5][C:6]2[N:15]([CH2:23][C:24]3[CH:25]=[CH:26][C:27]([O:28][CH2:29][CH2:30][N:31]4[CH2:32][CH2:33][CH2:34][CH2:35]4)=[CH:37][CH:38]=3)[C:14]3[C:13]4[CH:16]=[CH:17][CH:18]=[CH:19][C:12]=4[S:11][CH2:10][CH2:9][C:8]=3[C:7]=2[CH:20]=1 |f:1.2|. Procedure: Following the same procedure in Example 102, using 9-methoxy-6,7-dihydro-12H-5-thia-12-aza-dibenzo[a,e]azulene (562 mg) and [2-(4-chloromethyl-phenoxy)-ethyl]-cyclopentyl-amine hydrochloride salt as the starting material, the title compound was prepared as a brown solid. The reactants are Cl (HCl), C(=O)([O-])[O-].[K+].[K+] (K2CO3), C(#N)C=1C=C2C(CCOC2=CC1F)C(=O)OC (methyl 6-cyano-7-fluoro-3,4-dihydro-2H-chromene-4-carboxylate), OC1=C(C=C(C(=O)OC(C)(C)C)C=C1)C (tert-butyl 4-hydroxy-3-methylbenzoate). Solvent: CN1CCCC1=O (NMP). Run at temperature 120 celsius. Yields the product C(#N)C=1C=C2C(CCOC2=CC1OC1=C(C=C(C(=O)O)C=C1)C)C(=O)OC (4-(6-cyano-4-(methoxycarbonyl)chroman-7-yloxy)-3-methylbenzoic acid). RXN SMILES: C([O-])([O-])=O.[K+].[K+].[C:7]([C:9]1[CH:10]=[C:11]2[C:16](=[CH:17][C:18]=1F)[O:15][CH2:14][CH2:13][CH:12]2[C:20]([O:22][CH3:23])=[O:21])#[N:8].[OH:24][C:25]1[CH:37]=[CH:36][C:28]([C:29]([O:31]C(C)(C)C)=[O:30])=[CH:27][C:26]=1[CH3:38].Cl>CN1C(=O)CCC1>[C:7]([C:9]1[CH:10]=[C:11]2[C:16](=[CH:17][C:18]=1[O:24][C:25]1[CH:37]=[CH:36][C:28]([C:29]([OH:31])=[O:30])=[CH:27][C:26]=1[CH3:38])[O:15][CH2:14][CH2:13][CH:12]2[C:20]([O:22][CH3:23])=[O:21])#[N:8] |f:0.1.2|. Reported procedure: A mixture of K2CO3 (0.026 g, 0.19 mmol), methyl 6-cyano-7-fluoro-3,4-dihydro-2H-chromene-4-carboxylate (0.040 g, 0.17 mmol), and tert-butyl 4-hydroxy-3-methylbenzoate (0.039 g, 0.19 mmol) in 0.5 ml NMP was heated under argon at 120° C. for 24 hours. The reaction was cooled, poured into 10% aqueous HCl, and extracted with ethyl acetate. The organic extracts were dried with sodium sulfate and purified on silica gel. Elution with 25% ethyl acetate-hexanes provided material that still contained impu...